Dataset: the Open Reaction Database (ORD), a public repository of structured organic reaction records. Task: describe an organic reaction: reactants, conditions, products, and yield The reactants are C(C1=CC=CC=C1)(=O)NCCCCC1=NC(OC1=O)C1=CC=CC=C1 (4-(4-benzamidobutyl)-2-phenyl-5-oxazolone), ( ii ), C(CC)(=O)OC(CC)=O (propionic anhydride). The product is C(C1=CC=CC=C1)(=O)NC(C(CC)=O)CCCCNC(C1=CC=CC=C1)=O (4,8-dibenzamidooctan-3-one). RXN SMILES: [C:1]([NH:9][CH2:10][CH2:11][CH2:12][CH2:13][C:14]1[C:18](=[O:19])[O:17][CH:16]([C:20]2[CH:25]=[CH:24][CH:23]=[CH:22][CH:21]=2)[N:15]=1)(=[O:8])[C:2]1[CH:7]=[CH:6][CH:5]=[CH:4][CH:3]=1.[C:26](OC(=O)CC)(=O)[CH2:27]C>>[C:16]([NH:15][CH:14]([CH2:13][CH2:12][CH2:11][CH2:10][NH:9][C:1](=[O:8])[C:2]1[CH:7]=[CH:6][CH:5]=[CH:4][CH:3]=1)[C:18](=[O:19])[CH2:26][CH3:27])(=[O:17])[C:20]1[CH:25]=[CH:24][CH:23]=[CH:22][CH:21]=1. Reported procedure: Reaction of 4-(4-benzamidobutyl)-2-phenyl-5-oxazolone according to the procedure of Example 1 (ii) but using propionic anhydride in place of acetic anhydride yields 4,8-dibenzamidooctan-3-one which on hydrolysis according to the procedure of Example 1 (iii) gives 4,8-diaminooctan-3-one. Reaction of this product with potassium thiocyanate according to the procedure of Example 1 (iv) gives the title compound. Reactants: BrCCc1ccccc1, CN(C)C=O, [Cl-], CCOC(=O)N1CCc2c(sc3c2C(c2ccccc2Cl)=NCC(=O)N3)C1, [H-], [NH4+], [Na+]. Product: CCOC(=O)N1CCc2c(sc3c2C(c2ccccc2Cl)=NCC(=O)N3CCc2ccccc2)C1. RXN SMILES: [Br:30][CH2:31][CH2:32][c:33]1[cH:34][cH:35][cH:36][cH:37][cH:38]1.[CH3:41][N:42]([CH3:43])[CH:44]=[O:45].[Cl-:39].[Cl:1][c:2]1[c:3]([C:8]2=[N:14][CH2:13][C:12](=[O:15])[NH:11][c:10]3[c:9]2[c:18]2[c:17]([s:16]3)[CH2:22][N:21]([C:23](=[O:24])[O:25][CH2:26][CH3:27])[CH2:20][CH2:19]2)[cH:4][cH:5][cH:6][cH:7]1.[H-:28].[NH4+:40].[Na+:29]>>[Cl:1][c:2]1[c:3]([C:8]2=[N:14][CH2:13][C:12](=[O:15])[N:11]([CH2:31][CH2:32][c:33]3[cH:34][cH:35][cH:36][cH:37][cH:38]3)[c:10]3[c:9]2[c:18]2[c:17]([s:16]3)[CH2:22][N:21]([C:23](=[O:24])[O:25][CH2:26][CH3:27])[CH2:20][CH2:19]2)[cH:4][cH:5][cH:6][cH:7]1.